This data is from the Open Reaction Database (ORD), a public repository of structured organic reaction records. The task is: describe an organic reaction: reactants, conditions, products, and yield Reactants: C(=O)([O-])[O-].[K+].[K+] (K2CO3), C1(=CC=C2C=CC3=CC=CC4=CC=C1C2=C34)C(=O)N3CCN(CC=4C=CC=C(CN(CCC3)S(=O)(=O)C3=C(C=CC=C3)[N+](=O)[O-])N4)S(=O)(=O)C4=C(C=CC=C4)[N+](=O)[O-] (6-(1-pyrenecarbonyl)-3,10-bis(2-nitrobenzenesulfonyl)-3,6,10,16-tetraazabicyclo[10.3.1]hexadeca-1(16),12,14-triene), C1(=CC=CC=C1)S (thiophenol). Solvent: CN(C)C=O (DMF). The product is CO.[NH4+].[OH-] (MeOH NH4OH), C1(=CC=C2C=CC3=CC=CC4=CC=C1C2=C34)C(=O)N3CCNCC=4C=CC=C(CNCCC3)N4 (6-(1-Pyrenecarbonyl)-3,6,10,16-tetraazabicyclo[10.3.1]-hexadeca-1(16),12,14-triene). Isolated yield 154.3%. As a reaction SMILES: [C:1]1([C:17]([N:19]2[CH2:33][CH2:32][CH2:31][N:30](S(C3C=CC=CC=3[N+]([O-])=O)(=O)=O)[CH2:29][C:28]3[N:46]=[C:24]([CH:25]=[CH:26][CH:27]=3)[CH2:23][N:22](S(C3C=CC=CC=3[N+]([O-])=O)(=O)=O)[CH2:21][CH2:20]2)=[O:18])[C:14]2[C:15]3=[C:16]4[C:11](=[CH:12][CH:13]=2)[CH:10]=[CH:9][CH:8]=[C:7]4[CH:6]=[CH:5][C:4]3=[CH:3][CH:2]=1.C1(S)C=CC=CC=1.C([O-])([O-])=[O:67].[K+].[K+]>CN(C=O)C>[CH3:17][OH:18].[NH4+:19].[OH-:67].[C:1]1([C:17]([N:19]2[CH2:33][CH2:32][CH2:31][NH:30][CH2:29][C:28]3[N:46]=[C:24]([CH:25]=[CH:26][CH:27]=3)[CH2:23][NH:22][CH2:21][CH2:20]2)=[O:18])[C:14]2[C:15]3=[C:16]4[C:11](=[CH:12][CH:13]=2)[CH:10]=[CH:9][CH:8]=[C:7]4[CH:6]=[CH:5][C:4]3=[CH:3][CH:2]=1 |f:2.3.4,6.7.8|. Procedure details: The title compound was prepared following the procedures illustrated above in Example 78 using 6-(1-pyrenecarbonyl)-3,10-bis(2-nitrobenzenesulfonyl)-3,6,10,16-tetraazabicyclo[10.3.1]hexadeca-1(16),12,14-triene (0.64 g, 0.78 mmol), thiophenol (0.26 g, 2.34 mmol) and K2CO3 (1.0 g, 7.4 mmol) in 20 mL of DMF. The product was purified by flash chromatography on a silica gel column using 10:1 CH2Cl2—MeOH and then 10:1 MeOH—NH4OH (30%) to give 0.27 g (77%) of the title compound as a pale yellow foam. The reactants are ClC=1C=C2CC(N(C2=CC1)C(=O)N)=O (5-chloro-2-oxindole-1-carboxamide), C(C)(=O)OC(C)=O (acetic anhydride), O (water), Cl (hydrochloric acid). The reagents and catalysts are CN(C)C1=CC=NC=C1 (4-(N,N-dimethylamino)pyridine). Run in CN(C=O)C (N,N-dimethylformamide), CN(C=O)C (N,N-dimethylformamide). Reaction conditions: time 30 minute. Yields the product ClC=1C=C2C(C(N(C2=CC1)C(=O)N)=O)C(C)=O (5-Chloro-3-acetyl-2-oxindole-1-carboxamide). RXN SMILES: [Cl:1][C:2]1[CH:3]=[C:4]2[C:8](=[CH:9][CH:10]=1)[N:7]([C:11]([NH2:13])=[O:12])[C:6](=[O:14])[CH2:5]2.[C:15](OC(=O)C)(=[O:17])[CH3:16].O.Cl>CN(C1C=CN=CC=1)C.CN(C)C=O>[Cl:1][C:2]1[CH:3]=[C:4]2[C:8](=[CH:9][CH:10]=1)[N:7]([C:11]([NH2:13])=[O:12])[C:6](=[O:14])[CH:5]2[C:15](=[O:17])[CH3:16]. Procedure details: A stirred slurry of 842 mg (4.0 mmole) of 5-chloro-2-oxindole-1-carboxamide and 1.08 g (8.8 mmole) of 4-(N,N-dimethylamino)pyridine in 15 ml of N,N-dimethylformamide was cooled to ice-bath temperature, and then a solution of 449 mg (4.4 mmole) of acetic anhydride in 5 ml of N,N-dimethylformamide was added dropwise. Stirring was continued for ca. 30 minutes, and then the reaction mixture was poured into a mixture of 75 ml of water and 3 ml of 3N hydrochloric acid. The resulting mixture was cooled...